From a dataset of the Open Reaction Database (ORD), a public repository of structured organic reaction records. describe an organic reaction: reactants, conditions, products, and yield Reactants: Cl.NO (hydroxylamine hydrochloride), [OH-].[Na+] (sodium hydroxide), CC=1N(C(=CC1)C)[C@@H]1C[C@H]2CCC[C@]2(C1)C(=O)OC ((2R,3aR,6aR)-methyl 2-(2,5-dimethyl-1H-pyrrol-1-yl)octahydropentalene-3a-carboxylate). Run in O (water), CO (methanol), O (water). Conditions: temperature 65 celsius, time 8 hour. Product: N[C@@H]1C[C@H]2CCC[C@]2(C1)C(=O)OC ((2R,3aR,6aR)-methyl 2-aminooctahydropentalene-3a-carboxylate). As a reaction SMILES: Cl.NO.[OH-].[Na+].CC1[N:8]([C@H:13]2[CH2:20][C@@:19]3([C:21]([O:23][CH3:24])=[O:22])[C@H:15]([CH2:16][CH2:17][CH2:18]3)[CH2:14]2)C(C)=CC=1>O.CO>[NH2:8][C@H:13]1[CH2:20][C@@:19]2([C:21]([O:23][CH3:24])=[O:22])[C@H:15]([CH2:16][CH2:17][CH2:18]2)[CH2:14]1 |f:0.1,2.3|. Procedure details: To an aqueous solution of hydroxylamine hydrochloride (458 g, 6.59 mol) and sodium hydroxide (120 g, 3 mol) in water (350 mL) was added a solution of Example 1D (119 g, 0.454 mol) in methanol (2 L) and the mixture was stirred at 65° C. for 8 hours. The mixture was cooled to room temperature, sufficient water was added and the methanol was removed under reduced pressure. The resulting slurry was adjusted to pH 10 with an aqueous sodium hydroxide solution (2.5 N) and the reaction mixture was extra... The reactants are CN(C)S(=O)(=O)Cl, Cl, CN(C(=O)N(C)C1CN(C(=O)C2CCNCC2)CC1c1ccc(F)cc1)c1cc(C(F)(F)F)cc(C(F)(F)F)c1. The product is CN(C(=O)N(C)C1CN(C(=O)C2CCN(S(=O)(=O)N(C)C)CC2)CC1c1ccc(F)cc1)c1cc(C(F)(F)F)cc(C(F)(F)F)c1. As a reaction SMILES: [CH3:42][N:43]([S:44](=[O:45])(=[O:46])[Cl:47])[CH3:48].[ClH:1].[F:2][C:3]([c:4]1[cH:5][c:6]([N:14]([C:15](=[O:16])[N:17]([CH3:18])[CH:19]2[CH2:20][N:21]([C:31](=[O:32])[CH:33]3[CH2:34][CH2:35][NH:36][CH2:37][CH2:38]3)[CH2:22][CH:23]2[c:24]2[cH:25][cH:26][c:27]([F:30])[cH:28][cH:29]2)[CH3:39])[cH:7][c:8]([C:10]([F:11])([F:12])[F:13])[cH:9]1)([F:40])[F:41]>>[F:2][C:3]([c:4]1[cH:5][c:6]([N:14]([C:15](=[O:16])[N:17]([CH3:18])[CH:19]2[CH2:20][N:21]([C:31](=[O:32])[CH:33]3[CH2:34][CH2:35][N:36]([S:44]([N:43]([CH3:42])[CH3:48])(=[O:45])=[O:46])[CH2:37][CH2:38]3)[CH2:22][CH:23]2[c:24]2[cH:25][cH:26][c:27]([F:30])[cH:28][cH:29]2)[CH3:39])[cH:7][c:8]([C:10]([F:11])([F:12])[F:13])[cH:9]1)([F:40])[F:41]. Yields the product Cc1c(-c2ccc(Cl)cc2)c2cc(OC(C)(C)C(=O)O)ccc2n1C. Reaction SMILES: [CH3:34][C:35](=[O:36])[OH:37].[Cl:5][c:6]1[cH:7][cH:8][c:9](-[c:12]2[c:13]([CH3:28])[n:14]([CH3:27])[c:15]3[cH:16][cH:17][c:18]([O:21][C:22]([CH2:23][OH:24])([CH3:25])[CH3:26])[cH:19][c:20]23)[cH:10][cH:11]1.[O:1]=[Cr:2](=[O:3])=[O:4].[OH2:38].[S:29]([OH:30])(=[O:31])(=[O:32])[OH:33]>>[Cl:5][c:6]1[cH:7][cH:8][c:9](-[c:12]2[c:13]([CH3:28])[n:14]([CH3:27])[c:15]3[cH:16][cH:17][c:18]([O:21][C:22]([C:23](=[O:24])[OH:30])([CH3:25])[CH3:26])[cH:19][c:20]23)[cH:10][cH:11]1. The reactants are CC(=O)O, Cc1c(-c2ccc(Cl)cc2)c2cc(OC(C)(C)CO)ccc2n1C, O=[Cr](=O)=O, O, O=S(=O)(O)O. The reactants are NCCCOC=1C=C(SC1)CN(C)C (4-[3-(amino)propoxy]-N,N-dimethyl-2-thiophenemethanamine), NC1=C(C(C1=O)=O)OC (1-amino-2-methoxycyclobutene-3,4-dione). Yields the product NC1=C(C(C1=O)=O)NCCCOC1=CSC(=C1)CN(C)C (1-Amino-2-[3-(5-dimethylaminomethyl-3-thienyloxy)propylamino]cyclobutene-3,4-dione). RXN SMILES: [NH2:1][CH2:2][CH2:3][CH2:4][O:5][C:6]1[CH:7]=[C:8]([CH2:11][N:12]([CH3:14])[CH3:13])[S:9][CH:10]=1.[NH2:15][C:16]1[C:19](=[O:20])[C:18](=[O:21])[C:17]=1OC>>[NH2:15][C:16]1[C:19](=[O:20])[C:18](=[O:21])[C:17]=1[NH:1][CH2:2][CH2:3][CH2:4][O:5][C:6]1[CH:7]=[C:8]([CH2:11][N:12]([CH3:13])[CH3:14])[S:9][CH:10]=1. Procedure details: An equimolar mixture of 4-[3-(amino)propoxy]-N,N-dimethyl-2-thiophenemethanamine [prepared according to the procedure described in published European Patent Application No. 27,744] and 1-amino-2-methoxycyclobutene-3,4-dione is reacted according to the general procedure of Example 19 to yield the title compound.